Dataset: the Open Reaction Database (ORD), a public repository of structured organic reaction records. Task: describe an organic reaction: reactants, conditions, products, and yield The reactants are COC(=O)C1CC(O)C(NC(=O)c2ccc(Cl)s2)C1, Nc1ccc(N2CCOCC2=O)cc1F. Product: O=C(NC1CC(C(=O)Nc2ccc(N3CCOCC3=O)cc2F)CC1O)c1ccc(Cl)s1. As a reaction SMILES: [CH3:1][O:2][C:3](=[O:4])[CH:5]1[CH2:6][CH:7]([NH:11][C:12](=[O:13])[c:14]2[s:15][c:16]([Cl:19])[cH:17][cH:18]2)[CH:8]([OH:10])[CH2:9]1.[NH2:20][c:21]1[c:22]([F:34])[cH:23][c:24]([N:27]2[C:28](=[O:33])[CH2:29][O:30][CH2:31][CH2:32]2)[cH:25][cH:26]1>>[C:3](=[O:4])([CH:5]1[CH2:6][CH:7]([NH:11][C:12](=[O:13])[c:14]2[s:15][c:16]([Cl:19])[cH:17][cH:18]2)[CH:8]([OH:10])[CH2:9]1)[NH:20][c:21]1[c:22]([F:34])[cH:23][c:24]([N:27]2[C:28](=[O:33])[CH2:29][O:30][CH2:31][CH2:32]2)[cH:25][cH:26]1. Starting materials: O=C(CSC=1C=C(C=CC1)CC(=O)O)C ([3-(2-oxo-propylsulfanyl)-phenyl]-acetic acid), Cl.COC=1C=C(C=CC1)NN (3-methoxyphenylhydrazine hydrochloride). Yields the product COC1=CC=C2C(=C(NC2=C1)C)SC=1C=C(C=CC1)CC(=O)O ([3-(6-Methoxy-2-methyl-1H-indol-3-ylsulfanyl)-phenyl]-acetic acid). As a reaction SMILES: O=[C:2]([CH3:15])[CH2:3][S:4][C:5]1[CH:6]=[C:7]([CH2:11][C:12]([OH:14])=[O:13])[CH:8]=[CH:9][CH:10]=1.Cl.[CH3:17][O:18][C:19]1[CH:20]=[C:21]([NH:25]N)[CH:22]=[CH:23][CH:24]=1>>[CH3:17][O:18][C:19]1[CH:20]=[C:21]2[C:22]([C:3]([S:4][C:5]3[CH:6]=[C:7]([CH2:11][C:12]([OH:14])=[O:13])[CH:8]=[CH:9][CH:10]=3)=[C:2]([CH3:15])[NH:25]2)=[CH:23][CH:24]=1 |f:1.2|. Procedure details: Prepared according to the procedure described in Example 2, Step 1, using the following starting materials: [3-(2-oxo-propylsulfanyl)-phenyl]-acetic acid and 3-methoxyphenylhydrazine hydrochloride. The reactants are COC(C)(OC)N(C)C, COC(=O)C1CCC(C(N)=S)CC1. The product is COC(=O)C1CCC(C(=S)N=C(C)N(C)C)CC1. RXN SMILES: [CH3:14][O:15][C:16]([CH3:17])([N:18]([CH3:19])[CH3:20])[O:21][CH3:22].[CH3:1][O:2][C:3](=[O:4])[CH:5]1[CH2:6][CH2:7][CH:8]([C:11]([NH2:12])=[S:13])[CH2:9][CH2:10]1>>[CH3:1][O:2][C:3](=[O:4])[CH:5]1[CH2:6][CH2:7][CH:8]([C:11]([N:12]=[C:16]([CH3:17])[N:18]([CH3:19])[CH3:20])=[S:13])[CH2:9][CH2:10]1.